Dataset: the Open Reaction Database (ORD), a public repository of structured organic reaction records. Task: describe an organic reaction: reactants, conditions, products, and yield Reactants: [H-].[Na+] (NaH), O (water), N1C=CC=C1 (pyrrole), BrC1=CC(=CC(=C1)C(F)(F)F)C(F)(F)F (1-Bromo-3,5-bis(trifluoromethyl)benzene). The reagents and catalysts are C(C)(=O)[O-].C(C)(=O)[O-].[Pd+2] (palladium diacetate), C1(CCCCC1)P(C1=C(C=CC=C1)C1=CC=CC=C1)C1CCCCC1 (2-(dicyclohexyl phosphino)biphenyl), [Cl-].[Cl-].[Zn+2] (ZnCl2). The solvent is C1CCOC1 (THF). Conditions: temperature 0 celsius, time 1 hour. The product is FC(C=1C=C(C=C(C1)C(F)(F)F)C=1NC=CC1)(F)F (2-(3,5-bis(trifluoromethyl)phenyl)-1H-pyrrole). Yield: 147.5%. RXN SMILES: [NH:1]1[CH:5]=[CH:4][CH:3]=[CH:2]1.[H-].[Na+].Br[C:9]1[CH:14]=[C:13]([C:15]([F:18])([F:17])[F:16])[CH:12]=[C:11]([C:19]([F:22])([F:21])[F:20])[CH:10]=1.O>C1COCC1.[Cl-].[Cl-].[Zn+2].C([O-])(=O)C.C([O-])(=O)C.[Pd+2].C1(P(C2CCCCC2)C2C=CC=CC=2C2C=CC=CC=2)CCCCC1>[F:16][C:15]([F:17])([F:18])[C:13]1[CH:14]=[C:9]([C:2]2[NH:1][CH:5]=[CH:4][CH:3]=2)[CH:10]=[C:11]([C:19]([F:20])([F:21])[F:22])[CH:12]=1 |f:1.2,6.7.8,9.10.11|. Procedure: A 500 mL 3-neck round-bottomed flask was charged with a solution of pyrrole (5.15 g, 76.79 mmol) in THF (120 mL) at rt and cooled to 0° C. NaH(2.21 g, 92.12 mmol) was added portionwise and the reaction mixture was stirred at 0° C. for 1 h. To this reaction mixture, ZnCl2 (10.4 g, 77 mmol) was added and stirred at 0° C. for 1 h. 1-Bromo-3,5-bis(trifluoromethyl)benzene (5.0 g, 17.0 mmol) was added and reaction was properly degassed for 10 min and palladium diacetate (0.172 g, 0.76 mmol) and 2-(dic... Starting materials: C(=O)(OC(C)(C)C)N1[C@H](CCC1)CN[C@@H](C(=O)NN1C[C@H](CC1)N(C(C(C)C)=O)C1CCCCC1)CC1=CC=C(C=C1)Cl ((2R)-2-{[(2R)-1-(BOC)pyrrolidine-2-yl]methyl}amino-N-{(3S)-3-[cyclohexyl(isobutyryl)amino]pyrrolidine-1-yl}-3-(4-chlorophenyl)propionamide), C=O (formaline). Product: CC([C@@H]1NCCC1)N[C@@H](C(=O)NN1C[C@H](CC1)N(C(C(C)C)=O)C1CCCCC1)CC1=CC=C(C=C1)Cl ((2R)-2-{methyl[((2R)-pyrrolidine-2-yl)methyl]}amino-N-{(3S)-3-[cyclohexyl(isobutyryl)amino]pyrrolidine-1-yl}-3-(4-chlorophenyl)propionamide). RXN SMILES: C([N:8]1[CH2:12][CH2:11][CH2:10][C@@H:9]1[CH2:13][NH:14][C@H:15]([CH2:36][C:37]1[CH:42]=[CH:41][C:40]([Cl:43])=[CH:39][CH:38]=1)[C:16]([NH:18][N:19]1[CH2:23][CH2:22][C@H:21]([N:24]([CH:30]2[CH2:35][CH2:34][CH2:33][CH2:32][CH2:31]2)[C:25](=[O:29])[CH:26]([CH3:28])[CH3:27])[CH2:20]1)=[O:17])(OC(C)(C)C)=O.[CH2:44]=O>>[CH3:44][CH:13]([NH:14][C@H:15]([CH2:36][C:37]1[CH:38]=[CH:39][C:40]([Cl:43])=[CH:41][CH:42]=1)[C:16]([NH:18][N:19]1[CH2:23][CH2:22][C@H:21]([N:24]([CH:30]2[CH2:35][CH2:34][CH2:33][CH2:32][CH2:31]2)[C:25](=[O:29])[CH:26]([CH3:28])[CH3:27])[CH2:20]1)=[O:17])[C@H:9]1[CH2:10][CH2:11][CH2:12][NH:8]1. Reported procedure: The title compound was prepared following the procedure described in Example 3 using (2R)-2-{[(2R)-1-(BOC)pyrrolidine-2-yl]methyl}amino-N-{(3S)-3-[cyclohexyl(isobutyryl)amino]pyrrolidine-1-yl}-3-(4-chlorophenyl)propionamide prepared in Step B of Example 3 and formaline.